This data is from the Open Reaction Database (ORD), a public repository of structured organic reaction records. The task is: describe an organic reaction: reactants, conditions, products, and yield Reactants: ClC=1C=C(C(=NC1Cl)OC)N1C(C=CC2=CC(=CC=C12)S(=O)(=O)OC1=C(C(=C(C(=C1F)F)F)F)F)=O (perfluorophenyl 1-(5,6-dichloro-2-methoxypyridin-3-yl)-2-oxo-1,2-dihydroquinoline-6-sulfonate), C[Si](C)(C)[N-][Si](C)(C)C.[Li+] (lithium bis(trimethylsilyl)amide), Cl (HCl), NC1=NOC=C1 (3-aminoisoxazole). Run in CCOC(=O)C (EtOAc), O1CCCC1 (tetrahydrofuran), C1CCOC1 (THF), CCCCCCC (heptane), C(Cl)Cl (CH2Cl2), CCOC(=O)C (EtOAc). Reaction conditions: temperature 0 celsius, time 15 minute. The product is ClC=1C=C(C(=NC1Cl)OC)N1C(C=CC2=CC(=CC=C12)S(=O)(=O)NC1=NOC=C1)=O (1-(5,6-dichloro-2-methoxypyridin-3-yl)-N-(isoxazol-3-yl)-2-oxo-1,2-dihydroquinoline-6-sulfonamide). The yield is 79.8%. As a reaction SMILES: [Cl:1][C:2]1[CH:3]=[C:4]([N:11]2[C:20]3[C:15](=[CH:16][C:17]([S:21](OC4C(F)=C(F)C(F)=C(F)C=4F)(=[O:23])=[O:22])=[CH:18][CH:19]=3)[CH:14]=[CH:13][C:12]2=[O:36])[C:5]([O:9][CH3:10])=[N:6][C:7]=1[Cl:8].[NH2:37][C:38]1[CH:42]=[CH:41][O:40][N:39]=1.C[Si]([N-][Si](C)(C)C)(C)C.[Li+].Cl>CCCCCCC.C(Cl)Cl.CCOC(C)=O.C1COCC1>[Cl:1][C:2]1[CH:3]=[C:4]([N:11]2[C:20]3[C:15](=[CH:16][C:17]([S:21]([NH:37][C:38]4[CH:42]=[CH:41][O:40][N:39]=4)(=[O:22])=[O:23])=[CH:18][CH:19]=3)[CH:14]=[CH:13][C:12]2=[O:36])[C:5]([O:9][CH3:10])=[N:6][C:7]=1[Cl:8] |f:2.3|. Procedure details: A 100-mL RBF was charged with perfluorophenyl 1-(5,6-dichloro-2-methoxypyridin-3-yl)-2-oxo-1,2-dihydroquinoline-6-sulfonate (3.0 g, 5.29 mmol) then purged with nitrogen. THF (191 mL) and 3-aminoisoxazole (4.89 g, 5.82 mmol) were introduced and the resultant tan solution cooled to 0° C. A solution of lithium bis(trimethylsilyl)amide in tetrahydrofuran (1.0 M, 11.1 mL, 11.1 mmol) was added dropwise via syringe to the stirred reaction mixture over 5 min. After 15 min, 1.0 N HCl (25 mL) was introduc... Reactants: CC=C(C)c1cc(C#N)cc2nc(-c3ccc(C(=O)NCC4CCN(c5nccc(C(F)(F)F)n5)CC4)cc3)oc12, CCOC(C)=O. Product: CCC(C)c1cc(C#N)cc2nc(-c3ccc(C(=O)NCC4CCN(c5nccc(C(F)(F)F)n5)CC4)cc3)oc12. As a reaction SMILES: [C:1](#[N:2])[c:3]1[cH:4][c:5]([C:38](=[CH:39][CH3:40])[CH3:41])[c:6]2[c:7]([n:8][c:9](-[c:11]3[cH:12][cH:13][c:14]([C:15](=[O:16])[NH:17][CH2:18][CH:19]4[CH2:20][CH2:21][N:22]([c:25]5[n:26][cH:27][cH:28][c:29]([C:31]([F:32])([F:33])[F:34])[n:30]5)[CH2:23][CH2:24]4)[cH:35][cH:36]3)[o:10]2)[cH:37]1.[CH3:42][CH2:43][O:44][C:45](=[O:46])[CH3:47]>>[C:1](#[N:2])[c:3]1[cH:4][c:5]([CH:38]([CH2:39][CH3:40])[CH3:41])[c:6]2[c:7]([n:8][c:9](-[c:11]3[cH:12][cH:13][c:14]([C:15](=[O:16])[NH:17][CH2:18][CH:19]4[CH2:20][CH2:21][N:22]([c:25]5[n:26][cH:27][cH:28][c:29]([C:31]([F:32])([F:33])[F:34])[n:30]5)[CH2:23][CH2:24]4)[cH:35][cH:36]3)[o:10]2)[cH:37]1. Reactants: CCCCn1c(=O)c(NC(=O)Nc2cc(CBr)ccc2C(C)(C)C)c(-c2cccc(OC)c2)c2cccnc21, C1CCNC1, C1CCOC1, O. Product: CCCCn1c(=O)c(NC(=O)Nc2cc(CN3CCCC3)ccc2C(C)(C)C)c(-c2cccc(OC)c2)c2cccnc21. Reaction SMILES: [CH2:1]([CH2:2][CH2:3][CH3:4])[n:5]1[c:6](=[O:39])[c:7]([NH:23][C:24](=[O:25])[NH:26][c:27]2[c:28]([C:35]([CH3:36])([CH3:37])[CH3:38])[cH:29][cH:30][c:31]([CH2:33][Br:34])[cH:32]2)[c:8](-[c:15]2[cH:16][c:17]([O:21][CH3:22])[cH:18][cH:19][cH:20]2)[c:9]2[cH:10][cH:11][cH:12][n:13][c:14]12.[CH2:40]1[CH2:41][CH2:42][NH:43][CH2:44]1.[CH2:46]1[O:47][CH2:48][CH2:49][CH2:50]1.[OH2:45]>>[CH2:1]([CH2:2][CH2:3][CH3:4])[n:5]1[c:6](=[O:39])[c:7]([NH:23][C:24](=[O:25])[NH:26][c:27]2[c:28]([C:35]([CH3:36])([CH3:37])[CH3:38])[cH:29][cH:30][c:31]([CH2:33][N:43]3[CH2:42][CH2:41][CH2:40][CH2:44]3)[cH:32]2)[c:8](-[c:15]2[cH:16][c:17]([O:21][CH3:22])[cH:18][cH:19][cH:20]2)[c:9]2[cH:10][cH:11][cH:12][n:13][c:14]12. The reactants are ClC1=C(C=CC=C1)C1=CC=2N(C=3C=CC(=CC3C2C2=C1C(NC2=O)=O)OC)CCC(=O)O (3-(4-(2-Chlorophenyl)-9-methoxy-1,3-dioxo-2,3-dihydropyrrolo[3,4-c]carbazol-6 (1H)-yl)propanoic acid), Cl.[NH+]1=CC=CC=C1 (pyridinium hydrochloride). Yields the product ClC1=C(C=CC=C1)C1=CC=2N(C=3C=CC(=CC3C2C2=C1C(NC2=O)=O)O)CCC(=O)O (3-(4-(2-Chlorophenyl)-9-hydroxy-1,3-dioxo-2,3-dihydropyrrolo[3,4-c]carbazol-6 (1H)-yl)propanoic acid). Isolated yield 50.0%. As a reaction SMILES: [Cl:1][C:2]1[CH:7]=[CH:6][CH:5]=[CH:4][C:3]=1[C:8]1[C:20]2[C:21](=[O:25])[NH:22][C:23](=[O:24])[C:19]=2[C:18]2[C:17]3[CH:16]=[C:15]([O:26]C)[CH:14]=[CH:13][C:12]=3[N:11]([CH2:28][CH2:29][C:30]([OH:32])=[O:31])[C:10]=2[CH:9]=1.Cl.[NH+]1C=CC=CC=1>>[Cl:1][C:2]1[CH:7]=[CH:6][CH:5]=[CH:4][C:3]=1[C:8]1[C:20]2[C:21](=[O:25])[NH:22][C:23](=[O:24])[C:19]=2[C:18]2[C:17]3[CH:16]=[C:15]([OH:26])[CH:14]=[CH:13][C:12]=3[N:11]([CH2:28][CH2:29][C:30]([OH:32])=[O:31])[C:10]=2[CH:9]=1 |f:1.2|. Reported procedure: Demethylation of (116) prepared as described in example 229 with pyridinium hydrochloride using the procedure described in example 81 gave (117) (50%) as a yellow powder, mp 286° C. 1H NMR δ [(CD3)2SO] 12.40 (br, 1H), 11.06 (br s, 1H), 9.37 (br s, 1H), 8.37 (d, J=2.4 Hz, 1H), 7.81 (s, 1H), 7.59 (d, J=8.7 Hz, 1H), 7.57 (m, 1H), 7.53–7.43 (m, 3H), 7.13 (dd, J=8.7, 2.4 Hz, 1H), 4.67 (t, J=6.8 Hz, 2H), 2.74 (t, J=6.8 Hz, 2H). Found: C, 60.00; H, 3.65; N, 5.52. C23H15ClN2O5.1.5H2O requires C, 59.81; ... Reactants: [C-]#N, C1CCOC1, [K+], [Na+], O=C1CCN(C(=O)OCc2ccccc2)C1, O, O=S([O-])O. The product is N#CC1(O)CCN(C(=O)OCc2ccccc2)C1. RXN SMILES: [C-:17]#[N:18].[CH2:25]1[O:26][CH2:27][CH2:28][CH2:29]1.[K+:19].[Na+:24].[O:1]=[C:2]1[CH2:3][N:4]([C:7](=[O:8])[O:9][CH2:10][c:11]2[cH:12][cH:13][cH:14][cH:15][cH:16]2)[CH2:5][CH2:6]1.[OH2:30].[S:20](=[O:21])([OH:22])[O-:23]>>[OH:1][C:2]1([C:17]#[N:18])[CH2:3][N:4]([C:7](=[O:8])[O:9][CH2:10][c:11]2[cH:12][cH:13][cH:14][cH:15][cH:16]2)[CH2:5][CH2:6]1. Reactants: ClC1=NC=C(C(=N1)Cl)F (2,4-dichloro-5-fluoropyrimidine), ClC1=C(C=C(N)C=C1)C(F)(F)F (4-chloro-3-trifluoromethylaniline). Reaction SMILES: Cl[C:2]1[N:7]=[C:6](Cl)[C:5]([F:9])=[CH:4][N:3]=1.[Cl:10][C:11]1[CH:17]=[CH:16][C:14]([NH2:15])=[CH:13][C:12]=1[C:18]([F:21])([F:20])[F:19]>>[Cl:10][C:11]1[CH:17]=[CH:16][C:14]([NH:15][C:2]2[N:7]=[C:6]([NH:15][C:14]3[CH:16]=[CH:17][C:11]([Cl:10])=[C:12]([C:18]([F:21])([F:19])[F:20])[CH:13]=3)[C:5]([F:9])=[CH:4][N:3]=2)=[CH:13][C:12]=1[C:18]([F:19])([F:20])[F:21]. Reported procedure: In like manner to the preparation of N2,N4-bis(3-hydroxyphenyl)-5-fluoro-2,4-pyrimidinediamine, 2,4-dichloro-5-fluoropyrimidine and 4-chloro-3-trifluoromethylaniline were reacted to yield N2,N4-bis(4-chloro-3-trifluoromethylphenyl)-5-fluoro-2,4-pyrimidinediamine. 1H NMR (CDCl3): δ 8.05 (bs, 1H), 7.89 (bd, 1H), 7.77 (dd, 1H, J=2.4 and 9 Hz), 7.65 (dd, 1H, J=2.4 and 8.7 Hz), 7.49 (d, J=8.1 Hz), 7.40 (d, 1H, J=6.2 Hz), 7.03 (s, 1H), 6.91 (s, 1H); 19F NMR (CDCl3): δ −17864 (s, 3F), −17894 (s, 3F), −... Yields the product ClC1=C(C=C(C=C1)NC1=NC=C(C(=N1)NC1=CC(=C(C=C1)Cl)C(F)(F)F)F)C(F)(F)F (N2,N4-bis(4-chloro-3-trifluoromethylphenyl)-5-fluoro-2,4-pyrimidinediamine). The reactants are FC(C(=O)OCC)=C(CC)C=1C=C2C(=CC(OC2=CC1OC)(C)C)C (ethyl 2-fluoro-3-(7-methoxy-2,2,4-trimethyl-2H-chromen-6-yl)-pent-2-enoate), FC(C(=O)OCC)=C(CC)C=1C=C2C(=CC(OC2=CC1OC)(C)C)C (ethyl 2-fluoro-3-(7-methoxy-2,2,4-trimethyl-2H-chromen-6-yl)-pent-2-enoate), [H-].C(C(C)C)[Al+]CC(C)C (diisobutylaluminum hydride). Yields the product F\C(\CO)=C(/CC)\C=1C=C2C(=CC(OC2=CC1OC)(C)C)C ((2E)-2-Fluoro-3-(7-methoxy-2,2,4-trimethyl-2H-chromen-6-yl)-pent-2-en-1-ol). Reaction SMILES: [F:1][C:2](=[C:8]([C:11]1[CH:12]=[C:13]2[C:18](=[CH:19][C:20]=1[O:21][CH3:22])[O:17][C:16]([CH3:24])([CH3:23])[CH:15]=[C:14]2[CH3:25])[CH2:9][CH3:10])[C:3](OCC)=[O:4].[H-].C([Al+]CC(C)C)C(C)C>>[F:1]/[C:2](=[C:8](/[C:11]1[CH:12]=[C:13]2[C:18](=[CH:19][C:20]=1[O:21][CH3:22])[O:17][C:16]([CH3:24])([CH3:23])[CH:15]=[C:14]2[CH3:25])\[CH2:9][CH3:10])/[CH2:3][OH:4] |f:1.2|. Procedure details: Following General Procedure L, ethyl 2-fluoro-3-(7-methoxy-2,2,4-trimethyl-2H-chromen-6-yl)-pent-2-enoate (Compound 77, 195 mg, 0.56 mmol) and a diisobutylaluminum hydride (1 M in hexanes, 1.68 mL, 1.68 mmol) were reacted to give the title compound as yellow solid after purification by flash chromatography (silica gel, 1:4 ethyl acetate/hexane). Starting materials: ClCCl, C[N+]1([O-])CCOCC1, COc1ccc(OC2CC(CO)C2)cc1, CCC[N+](CCC)(CCC)CCC, O=[Ru](=O)(=O)[O-]. Yields the product COc1ccc(OC2CC(C=O)C2)cc1. As a reaction SMILES: [CH2:24]([Cl:25])[Cl:26].[CH3:16][N+:17]1([O-:23])[CH2:18][CH2:19][O:20][CH2:21][CH2:22]1.[CH3:1][O:2][c:3]1[cH:4][cH:5][c:6]([O:7][CH:8]2[CH2:9][CH:10]([CH2:12][OH:13])[CH2:11]2)[cH:14][cH:15]1.[CH3:32][CH2:33][CH2:34][N+:35]([CH2:36][CH2:37][CH3:38])([CH2:39][CH2:40][CH3:41])[CH2:42][CH2:43][CH3:44].[O-:27][Ru:28](=[O:29])(=[O:30])=[O:31]>>[CH3:1][O:2][c:3]1[cH:4][cH:5][c:6]([O:7][CH:8]2[CH2:9][CH:10]([CH:12]=[O:13])[CH2:11]2)[cH:14][cH:15]1. Starting materials: O=S1(CCN(CC1)CCCOC=1C=CC=2C=3N(C(=NC2C1OC)N)CCN3)=O (8-[3-(1,1-dioxidothiomorpholin-4-yl)propoxy]-7-methoxy-2,3-dihydroimidazo[1,2-c]quinazolin-5-amine), NC1=NC=C(C=N1)C(=O)O (2-aminopyrimidine-5-carboxylic acid). Yields the product NC1=NC=C(C=N1)C(=O)NC1=NC=2C(=C(C=CC2C=2N1CCN2)OCCCN2CCS(CC2)(=O)=O)OC (2-amino-N-{8-[3-(1,1-dioxidothiomorpholin-4-yl)propoxy]-7-methoxy-2,3-dihydroimidazo[1,2-c]quinazolin-5-yl}pyrimidine-5-carboxamide). RXN SMILES: [O:1]=[S:2]1(=[O:28])[CH2:7][CH2:6][N:5]([CH2:8][CH2:9][CH2:10][O:11][C:12]2[CH:13]=[CH:14][C:15]3[C:16]4[N:17]([CH2:25][CH2:26][N:27]=4)[C:18]([NH2:24])=[N:19][C:20]=3[C:21]=2[O:22][CH3:23])[CH2:4][CH2:3]1.[NH2:29][C:30]1[N:35]=[CH:34][C:33]([C:36](O)=[O:37])=[CH:32][N:31]=1>>[NH2:29][C:30]1[N:35]=[CH:34][C:33]([C:36]([NH:24][C:18]2[N:17]3[CH2:25][CH2:26][N:27]=[C:16]3[C:15]3[CH:14]=[CH:13][C:12]([O:11][CH2:10][CH2:9][CH2:8][N:5]4[CH2:6][CH2:7][S:2](=[O:1])(=[O:28])[CH2:3][CH2:4]4)=[C:21]([O:22][CH3:23])[C:20]=3[N:19]=2)=[O:37])=[CH:32][N:31]=1. Procedure: The procedure used for the preparation of Example 16, Step 2 was used to prepare the title compound from 8-[3-(1,1-dioxidothiomorpholin-4-yl)propoxy]-7-methoxy-2,3-dihydroimidazo[1,2-c]quinazolin-5-amine (Example 19, Step 1) and 2-aminopyrimidine-5-carboxylic acid. High vacuum drying at 60° C. gave the title compound (272 mg, 79%): HPLC MS RT=1.45 min, MH+=529.2; 1H NMR (DMSO-d6+2 drops TFA-d) δ: 2.25-2.30 (2H, m), 3.44-3.49 (2H, m), 3.61-3.63 (4H, m), 3.83 (4H, bs), 3.99 (3H, s), 4.18-4.25 (2H,...